From a dataset of the Open Reaction Database (ORD), a public repository of structured organic reaction records. describe an organic reaction: reactants, conditions, products, and yield The reactants are C(O)([O-])=O.[Na+] (sodium hydrogen carbonate), C(C)(=O)Cl (acetyl chloride), NC=1OC2=C(N1)C=CC(=C2)CCC=2N=C1N(C=CC(=C1)C)C2 (2-amino-6-[2-(7-methylimidazo[1,2-a]pyridin-2-yl)ethyl]benzoxazole), N1=CC=CC=C1 (pyridine). Solvent: ClCCl (dichloromethane), ClCCl (dichloromethane). Run at temperature 0 celsius. Product: C(C)(=O)NC=1OC2=C(N1)C=CC(=C2)CCC=2N=C1N(C=CC(=C1)C)C2 (2-acetylamino-6-[2-(7-methylimidazo[1,2-a]pyridin-2-yl)ethyl]benzoxazole). Yield: 58.3%. Reaction SMILES: [C:1](Cl)(=[O:3])[CH3:2].[NH2:5][C:6]1[O:7][C:8]2[CH:14]=[C:13]([CH2:15][CH2:16][C:17]3[N:18]=[C:19]4[CH:24]=[C:23]([CH3:25])[CH:22]=[CH:21][N:20]4[CH:26]=3)[CH:12]=[CH:11][C:9]=2[N:10]=1.N1C=CC=CC=1.C(=O)([O-])O.[Na+]>ClCCl>[C:1]([NH:5][C:6]1[O:7][C:8]2[CH:14]=[C:13]([CH2:15][CH2:16][C:17]3[N:18]=[C:19]4[CH:24]=[C:23]([CH3:25])[CH:22]=[CH:21][N:20]4[CH:26]=3)[CH:12]=[CH:11][C:9]=2[N:10]=1)(=[O:3])[CH3:2] |f:3.4|. Procedure: A solution of acetyl chloride (1.94 g) in dichloromethane (6 ml) was added dropwise to a solution of 2-amino-6-[2-(7-methylimidazo[1,2-a]pyridin-2-yl)ethyl]benzoxazole (6.00 g) and pyridine (4.92 ml) in dichloromethane (60 ml) with stirring at 0° C. The mixture was stirred for two hours at the same temperature and further 22 hours at ambient temperature. Saturated aqueous sodium hydrogen carbonate solution (100 ml) was added thereto and that was stirred for 2.5 hours at 0° C. The resulting preci... Starting materials: CS(=O)(=O)OCCCC#C (pent-4-ynyl methanesulfonate), N1CCNCC1 (piperazine). The solvent is CCO (EtOH). Yields the product C(CCC#C)N1CCNCC1 (1-(pent-4-ynyl)piperazine). Isolated yield 24.0%. Reaction SMILES: CS(O[CH2:6][CH2:7][CH2:8][C:9]#[CH:10])(=O)=O.[NH:11]1[CH2:16][CH2:15][NH:14][CH2:13][CH2:12]1>CCO>[CH2:6]([N:11]1[CH2:16][CH2:15][NH:14][CH2:13][CH2:12]1)[CH2:7][CH2:8][C:9]#[CH:10]. Procedure details: A solution of pent-4-ynyl methanesulfonate (19.55 g) and piperazine (41.5 g) in EtOH (80 mL) was heated to reflux for 1 h, and evaporated. The residue was taken in NaOH 2M (70 mL) and extracted with Et2O (70 mL). Evaporation gave 1-(pent-4-ynyl)piperazine (4.4 g). Reactants: Nc1ncc(Cl)cc1C(=O)O, O=C1Nc2ccccc2C1=O. Product: Nc1ncccc1C(=O)O. As a reaction SMILES: [NH2:12][c:13]1[c:14]([C:15](=[O:16])[OH:17])[cH:18][c:19]([Cl:22])[cH:20][n:21]1.[O:1]=[C:2]1[C:3](=[O:4])[c:5]2[c:6]([cH:7][cH:8][cH:9][cH:10]2)[NH:11]1>>[NH2:12][c:13]1[c:14]([C:15](=[O:16])[OH:17])[cH:18][cH:19][cH:20][n:21]1.